This data is from the Open Reaction Database (ORD), a public repository of structured organic reaction records. The task is: describe an organic reaction: reactants, conditions, products, and yield Reactants: ClCCCOC1=C(C=C(C=C1)C=1N=C2N(C=CC=C2C)C1)C (2-(4-chloropropoxy-3-methylphenyl)-8-methylimidazo[1,2-a]pyridine), C(CCC)NCCCC (dibutylamine). Product: C(CC)N(CCC)CCCOC1=C(C=C(C=C1)C=1N=C2N(C=CC=C2C)C1)C (2-(4-dipropylaminopropoxy-(3-methyl)-phenyl)-8-methylimidazo[1,2-a]pyridine). RXN SMILES: Cl[CH2:2][CH2:3][CH2:4][O:5][C:6]1[CH:11]=[CH:10][C:9]([C:12]2[N:13]=[C:14]3[C:19]([CH3:20])=[CH:18][CH:17]=[CH:16][N:15]3[CH:21]=2)=[CH:8][C:7]=1[CH3:22].[CH2:23]([NH:27][CH2:28][CH2:29][CH2:30]C)[CH2:24][CH2:25]C>>[CH2:23]([N:27]([CH2:2][CH2:3][CH2:4][O:5][C:6]1[CH:11]=[CH:10][C:9]([C:12]2[N:13]=[C:14]3[C:19]([CH3:20])=[CH:18][CH:17]=[CH:16][N:15]3[CH:21]=2)=[CH:8][C:7]=1[CH3:22])[CH2:28][CH2:29][CH3:30])[CH2:24][CH3:25]. Procedure details: The product of Step C (3.0 g) and dibutylamine (10.0 mL) were heated at reflux temperature for 18 hours. The reaction was evaporated and the residue was purified via silica gel chromatography (dichloromethane/methanol) to give the title compound.